Dataset: the Open Reaction Database (ORD), a public repository of structured organic reaction records. Task: describe an organic reaction: reactants, conditions, products, and yield The reactants are NCCCOC=1C=C(C=CC1)C(=O)N1CCCCC1 (1-[[3-(3-aminopropoxy)phenyl]carbonyl]piperidine), NS(=O)(=O)C=1C(=CSC1)C(=O)Cl (4-(aminosulfonyl)-3-thiophenecarbonyl chloride), CI. Run in O1CCCC1 (tetrahydrofuran). Run at time 15 minute. The product is O.NS(=O)(=O)C=1C(=CSC1)C(=O)NCCCOC1=CC(=CC=C1)C(=O)N1CCCCC1 (4-(Aminosulfonyl)-N-[3-[3-(1-piperidinylcarbonyl)phenoxy]propyl]-3-thiophene-carboxamide, hydrate). RXN SMILES: [NH2:1][CH2:2][CH2:3][CH2:4][O:5][C:6]1[CH:7]=[C:8]([C:12]([N:14]2[CH2:19][CH2:18][CH2:17][CH2:16][CH2:15]2)=[O:13])[CH:9]=[CH:10][CH:11]=1.[NH2:20][S:21]([C:24]1[C:25]([C:29](Cl)=[O:30])=[CH:26][S:27][CH:28]=1)(=[O:23])=[O:22]>O1CCCC1>[OH2:5].[NH2:20][S:21]([C:24]1[C:25]([C:29]([NH:1][CH2:2][CH2:3][CH2:4][O:5][C:6]2[CH:11]=[CH:10][CH:9]=[C:8]([C:12]([N:14]3[CH2:19][CH2:18][CH2:17][CH2:16][CH2:15]3)=[O:13])[CH:7]=2)=[O:30])=[CH:26][S:27][CH:28]=1)(=[O:23])=[O:22] |f:3.4|. Procedure: To a solution of 0.26 g. (0.001 mole) of 1-[[3-(3-aminopropoxy)phenyl]carbonyl]piperidine in 30 ml. of dry tetrahydrofuran is added 0.23 g. (0.001 mole) of 4-(aminosulfonyl)-3-thiophenecarbonyl chloride. The mixture is allowed to stand at room temperature for 15 minutes. The tetrahydrofuran is removed in a rotary evaporator and the residue is dissolved in 50 ml. of chloroform. The chloroform solution is extracted with 50 ml. of 10% aqueous sodium hydroxide solution followed by 50 ml. of 10% aque... The reactants are ClC1=CC(=C(C=C1)OC)C (4-Chloro-2-methylanisole), [N+](=O)(O)[O-] (HNO3), OS(=O)(=O)O (H2SO4), ice water. The product is [N+](=O)([O-])C1=C(C(=CC(=C1)Cl)C)OC (2-nitro-4-chloro-6-methylanisole). Yield: 41.0%. RXN SMILES: [Cl:1][C:2]1[CH:7]=[CH:6][C:5]([O:8][CH3:9])=[C:4]([CH3:10])[CH:3]=1.[N+:11]([O-])([OH:13])=[O:12].OS(O)(=O)=O>>[N+:11]([C:6]1[CH:7]=[C:2]([Cl:1])[CH:3]=[C:4]([CH3:10])[C:5]=1[O:8][CH3:9])([O-:13])=[O:12]. Procedure: 4-Chloro-2-methylanisole (46.8 g) was added dropwise to a mixture of concentrated HNO3 (33 ml) and H2SO4 (99 ml) at 0° C. The reaction mixture was then poured into a ice water and extracted with dichloromethane. The organic layer was washed with water, dried over MgSO4, and concentrated in vacuo to give a residue. The residue was purified by flash chromatography over silica gel (elution with 5% ethyl acetate in hexanes) to give 25 g (41%) of 2-nitro-4-chloro-6-methylanisole. 1H NMR (300 MHz, CDC... Starting materials: CSC1=CC=C(S1)C=O (5-(methylthio)thiophene-2-carboxaldehyde), N1(C=NC=C1)CCOC=1C=C2CCCC(C2=CC1)=O (6-(2-imidazole-1-yl-ethoxy)-3,4-dihydro-2H-naphthalen-1-one). Solvent: [OH-].[K+] (KOH), CCO (EtOH). Yields the product N1(C=NC=C1)CCOC=1C=C2CCC(C(C2=CC1)=O)=CC=1SC(=CC1)SC (6-(2-Imidazole-1-yl-ethoxy)-2-(5-methylsulfanyl-thiophen-2-ylmethylene)-3,4-dihydro-2H-naphthalen-1-one). The yield is 75.4%. Reaction SMILES: [N:1]1([CH2:6][CH2:7][O:8][C:9]2[CH:10]=[C:11]3[C:16](=[CH:17][CH:18]=2)[C:15](=[O:19])[CH2:14][CH2:13][CH2:12]3)[CH:5]=[CH:4][N:3]=[CH:2]1.[CH3:20][S:21][C:22]1[S:26][C:25]([CH:27]=O)=[CH:24][CH:23]=1>[OH-].[K+].CCO>[N:1]1([CH2:6][CH2:7][O:8][C:9]2[CH:10]=[C:11]3[C:16](=[CH:17][CH:18]=2)[C:15](=[O:19])[C:14](=[CH:27][C:25]2[S:26][C:22]([S:21][CH3:20])=[CH:23][CH:24]=2)[CH2:13][CH2:12]3)[CH:5]=[CH:4][N:3]=[CH:2]1 |f:2.3|. Reported procedure: According to the method of Example 4, 6-(2-imidazole-1-yl-ethoxy)-3,4-dihydro-2H-naphthalen-1-one (0.25 g, 0.98 mmol) was reacted with 5-(methylthio)thiophene-2-carboxaldehyde (0.233 g, 1.47 mmol) in 4 mL of 4% KOH in EtOH for 2 hours at room temperature to afford 0.293 g (36%) of the title compound as a dark yellow powder, mp 102-104° C.: APCI-MS m/e 397.5 (M+ +1). Conditions: time 1 hour. Isolated yield 43.4%. RXN SMILES: [CH2:1]([N:5]1[CH:9]=[CH:8][CH:7]=[C:6]1[CH2:10][C:11]1[CH:16]=[CH:15][CH:14]=[C:13]([NH:17][C:18]([NH2:20])=[O:19])[CH:12]=1)[CH2:2][CH2:3][CH3:4].Cl>O.CO>[CH2:1]([N:5]1[CH2:9][CH2:8][CH2:7][CH:6]1[CH2:10][C:11]1[CH:16]=[CH:15][CH:14]=[C:13]([NH:17][C:18]([NH2:20])=[O:19])[CH:12]=1)[CH2:2][CH2:3][CH3:4]. Starting materials: 6D, solution, Cl (hydrochloric acid), C(CCC)N1C(=CC=C1)CC1=CC(=CC=C1)NC(=O)N (1-butyl-2-(3'-ureidobenzyl)pyrrole). The solvent is O (water), CO (methanol), CO (methanol). Procedure: A suspension of 1.25 g (4.6 mmol) of 1-butyl-2-(3'-ureidobenzyl)pyrrole, prepared, for example, as described in Preparation 6D, in a mixture of 75 ml of water, 75 ml of methanol and 10 ml of a 1N solution of hydrochloric acid in methanol, was hydrogenated at 45 p.s.i. in the presence of 1 g of 5% rodium on activated alumina as catalyst, for 1 hour. The catalyst was then separated by filtration and the filtrate evaporated in vacuo. The aqueous residue was treated with concentrated ammonium hydrox... Yields the product C(CCC)N1C(CCC1)CC1=CC(=CC=C1)NC(=O)N (1-Butyl-2-(3'-ureidobenzyl)pyrrolidine). Reactants: CS(=O)(=O)c1cccc(F)c1Nc1nc(Cl)ncc1Cl, CC1(C)CCC(=O)Nc2ccc(N)cc21. The product is CC1(C)CCC(=O)Nc2ccc(Nc3ncc(Cl)c(Nc4c(F)cccc4S(C)(=O)=O)n3)cc21. RXN SMILES: [Cl:16][c:17]1[n:18][cH:19][c:20]([Cl:35])[c:21]([NH:23][c:24]2[c:25]([F:34])[cH:26][cH:27][cH:28][c:29]2[S:30](=[O:31])(=[O:32])[CH3:33])[n:22]1.[NH2:1][c:2]1[cH:3][c:4]2[c:5]([cH:14][cH:15]1)[NH:6][C:7](=[O:13])[CH2:8][CH2:9][C:10]2([CH3:11])[CH3:12]>>[NH:1]([c:2]1[cH:3][c:4]2[c:5]([cH:14][cH:15]1)[NH:6][C:7](=[O:13])[CH2:8][CH2:9][C:10]2([CH3:11])[CH3:12])[c:17]1[n:18][cH:19][c:20]([Cl:35])[c:21]([NH:23][c:24]2[c:25]([F:34])[cH:26][cH:27][cH:28][c:29]2[S:30](=[O:31])(=[O:32])[CH3:33])[n:22]1. Starting materials: FC=1C=CC(=C(C1)B(O)O)OC ((5-fluoro-2-methoxyphenyl)boronic acid), IC1=C(C(=C(C(=C1F)F)F)F)F (iodopentafluorobenzene), C([O-])([O-])=O.[K+].[K+] (Potassium carbonate). Reagents/catalysts: [Br-].C(CCC)[N+](CCCC)(CCCC)CCCC (tetrabutylammonium bromide), C=1C=CC(=CC1)[P](C=2C=CC=CC2)(C=3C=CC=CC3)[Pd]([P](C=4C=CC=CC4)(C=5C=CC=CC5)C=6C=CC=CC6)([P](C=7C=CC=CC7)(C=8C=CC=CC8)C=9C=CC=CC9)[P](C=1C=CC=CC1)(C=1C=CC=CC1)C=1C=CC=CC1 (tetrakis(triphenylphosphine)palladium(0)). Run in C1(=CC=CC=C1)C (toluene). The product is FC1=C(C(=C(C(=C1F)F)F)F)C1=C(C=CC(=C1)F)OC (2,3,4,5,5′,6-Hexafluoro-2′-methoxy-1,1′-biphenyl). The yield is 277.5%. As a reaction SMILES: [F:1][C:2]1[CH:3]=[CH:4][C:5]([O:11][CH3:12])=[C:6](B(O)O)[CH:7]=1.I[C:14]1[C:19]([F:20])=[C:18]([F:21])[C:17]([F:22])=[C:16]([F:23])[C:15]=1[F:24].C(=O)([O-])[O-].[K+].[K+]>C1(C)C=CC=CC=1.[Br-].C([N+](CCCC)(CCCC)CCCC)CCC.C1C=CC([P]([Pd]([P](C2C=CC=CC=2)(C2C=CC=CC=2)C2C=CC=CC=2)([P](C2C=CC=CC=2)(C2C=CC=CC=2)C2C=CC=CC=2)[P](C2C=CC=CC=2)(C2C=CC=CC=2)C2C=CC=CC=2)(C2C=CC=CC=2)C2C=CC=CC=2)=CC=1>[F:20][C:19]1[C:18]([F:21])=[C:17]([F:22])[C:16]([F:23])=[C:15]([F:24])[C:14]=1[C:6]1[CH:7]=[C:2]([F:1])[CH:3]=[CH:4][C:5]=1[O:11][CH3:12] |f:2.3.4,6.7,^1:59,61,80,99|. Procedure details: Compound 1 (6.3 g, 3.7 mmol, 1 equiv) and iodopentafluorobenzene (5.5 mL, 4 mmol, 1.2 equiv) were dissolved in toluene (120 mL). 1.0 M Potassium carbonate solution (120 mL), tetrabutylammonium bromide (600 mg), and tetrakis(triphenylphosphine)palladium(0) (2.1 g, 1.8 mmol, 0.05 equiv) were added. Nitrogen was sparged through the mixture for 10 minutes. The reaction was refluxed 18 hours, then cooled to room temperature. The layers were separated and the aqueous layer was extracted with methyl te... Reactants: C1(=CC=CC=C1)N1NC(=CC1)N (1-phenyl-3-amino-pyrazoline), ClC=1C(C(=C(C(C1Cl)=O)C#N)C#N)=O (2,3-dichloro-5,6-dicyano-1,4-benzoquinone). Solvent: O1CCOCC1 (dioxane). Run at time 1 hour. The product is C1(=CC=CC=C1)N1N=C(C=C1)N (1-phenyl-3-amino-pyrazole), orange solid. The yield is 41.0%. Reaction SMILES: [C:1]1([N:7]2[CH2:11][CH:10]=[C:9]([NH2:12])[NH:8]2)[CH:6]=[CH:5][CH:4]=[CH:3][CH:2]=1.ClC1C(=O)C(C#N)=C(C#N)C(=O)C=1Cl>O1CCOCC1>[C:1]1([N:7]2[CH:11]=[CH:10][C:9]([NH2:12])=[N:8]2)[CH:2]=[CH:3][CH:4]=[CH:5][CH:6]=1. Procedure: To a solution of 1-phenyl-3-amino-pyrazoline(7.4 g, 46 mmol) in dioxane (200 mL) was added 2,3-dichloro-5,6-dicyano-1,4-benzoquinone (11.54 g, 50 mmol). After addition, the reaction was stirred at RT for 1 hour, then the resulting dark solution was filtered through a pad of Celite. The filtrate was acidified with 1N aqueous HCl (100 mL) and extracted with CH2Cl2 (50 mL). The organic layer was extracted with 1N aqueous HCl (50 mL). The combined aqueous layers were washed with CH2Cl2 (2×50 mL), th... The reactants are C(C)OC(C(=CN(C)C)C(C1=CC=CC=C1)=O)=O (2-benzoyl-3-dimethylamino-acrylic acid ethyl ester), Cl.C(N)(=N)C=1C=NC=CC1 (3-amidinopyridine hydrochloride). Product: C1(=CC=CC=C1)C1=NC(=NC=C1C(=O)O)C=1C=NC=CC1 (4-phenyl-2-pyridin-3-yl-pyrimidine-5-carboxylic acid). RXN SMILES: C([O:3][C:4](=[O:18])[C:5]([C:10](=O)[C:11]1[CH:16]=[CH:15][CH:14]=[CH:13][CH:12]=1)=[CH:6]N(C)C)C.Cl.[C:20]([C:23]1[CH:24]=[N:25][CH:26]=[CH:27][CH:28]=1)(=[NH:22])[NH2:21]>>[C:11]1([C:10]2[C:5]([C:4]([OH:18])=[O:3])=[CH:6][N:21]=[C:20]([C:23]3[CH:24]=[N:25][CH:26]=[CH:27][CH:28]=3)[N:22]=2)[CH:16]=[CH:15][CH:14]=[CH:13][CH:12]=1 |f:1.2|. Procedure: In an analogous manner to that described in example 3b) starting from 2-benzoyl-3-dimethylamino-acrylic acid ethyl ester and 3-amidinopyridine hydrochloride, followed by saponification as described in example 3c) there was obtained 4-phenyl-2-pyridin-3-yl-pyrimidine-5-carboxylic acid, MS (EI): 277 (M+). Reactants: FC1=C(C=CC(=C1)F)N1C=C(C(C2=CC(=C(C(=C12)F)N1CC(C1)(NC(C(F)(F)F)=O)C)F)=O)C(=O)O (1-(2,4-difluorophenyl)-6,8-difluoro-7-(3-methyl-3-trifluoroacetamido-1-azetidinyl)-1,4-dihydro-4-oxo-3-quinolinecarboxylic acid), [OH-].[Na+] (sodium hydroxide), C(C)O (ethanol). The solvent is O (water). Yields the product FC1=C(C=CC(=C1)F)N1C=C(C(C2=CC(=C(C(=C12)F)N1CC(C1)(C)N)F)=O)C(=O)O (1-(2,4-difluorophenyl)-6,8-difluoro-7-(3-amino-3-methyl-1-azetidinyl)-1,4-dihydro-4-oxo-3-quinolinecarboxylic acid). Yield: 22.6%. Reaction SMILES: [F:1][C:2]1[CH:7]=[C:6]([F:8])[CH:5]=[CH:4][C:3]=1[N:9]1[C:18]2[C:13](=[CH:14][C:15]([F:32])=[C:16]([N:20]3[CH2:23][C:22]([CH3:31])([NH:24]C(=O)C(F)(F)F)[CH2:21]3)[C:17]=2[F:19])[C:12](=[O:33])[C:11]([C:34]([OH:36])=[O:35])=[CH:10]1.[OH-].[Na+].C(O)C>O>[F:1][C:2]1[CH:7]=[C:6]([F:8])[CH:5]=[CH:4][C:3]=1[N:9]1[C:18]2[C:13](=[CH:14][C:15]([F:32])=[C:16]([N:20]3[CH2:23][C:22]([NH2:24])([CH3:31])[CH2:21]3)[C:17]=2[F:19])[C:12](=[O:33])[C:11]([C:34]([OH:36])=[O:35])=[CH:10]1 |f:1.2|. Procedure details: A solution of 1.1 g (2.1 mmoles) of 1-(2,4-difluorophenyl)-6,8-difluoro-7-(3-methyl-3-trifluoroacetamido-1-azetidinyl)-1,4-dihydro-4-oxo-3-quinolinecarboxylic acid (example 34), 4 ml of 10% sodium hydroxide, 5 ml of ethanol and 25 ml of water is heated under reflux for 3 hours. It is cooled, filtered, acetic acid is added and the product filtered and washed with water and cold ethanol. 0.2 g (22%) of 1-(2,4-difluorophenyl)-6,8-difluoro-7-(3-amino-3-methyl-1-azetidinyl)-1,4-dihydro-4-oxo-3-quinol... The reactants are C(C)(C)(C)OC(=O)N(C)[C@@H](C(=O)O)CC1=CC=CC=C1 ((2R)-2-(N-(tert-Butoxycarbonyl)-N-methylamino)-3-phenylpropionic acid), ON1N=NC2=C1N=CC=C2 (1-hydroxy-7-azabenzotriazole), Cl.CN(CCCN=C=NCC)C (N-(3-dimethylaminopropyl)-N′-ethylcarbodiimide hydrochloride), C(C)N(C(C)C)C(C)C (Ethyidiisopropylamine), CNCCC1=NC=CC=C1 (2-(2-methylaminoethyl)pyridine). Solvent: ClCCl (dichloromethane). Reaction conditions: time 15 minute. Product: C(C)(C)(C)OC(N([C@H](CC1=CC=CC=C1)C(N(CCC1=NC=CC=C1)C)=O)C)=O (N-methyl-N{(1R)-1-[N-methyl-N-(2-(2-pyridyl)ethyl)carbamoyl]-2-phenylethyl}carbamic acid tert-butyl ester). The yield is 68.6%. As a reaction SMILES: [C:1]([O:5][C:6]([N:8]([C@H:10]([CH2:14][C:15]1[CH:20]=[CH:19][CH:18]=[CH:17][CH:16]=1)[C:11]([OH:13])=O)[CH3:9])=[O:7])([CH3:4])([CH3:3])[CH3:2].ON1C2N=CC=CC=2N=N1.Cl.CN(C)CCCN=C=NCC.C(N(C(C)C)C(C)C)C.[CH3:52][NH:53][CH2:54][CH2:55][C:56]1[CH:61]=[CH:60][CH:59]=[CH:58][N:57]=1>ClCCl>[C:1]([O:5][C:6](=[O:7])[N:8]([CH3:9])[C@@H:10]([C:11](=[O:13])[N:53]([CH3:52])[CH2:54][CH2:55][C:56]1[CH:61]=[CH:60][CH:59]=[CH:58][N:57]=1)[CH2:14][C:15]1[CH:20]=[CH:19][CH:18]=[CH:17][CH:16]=1)([CH3:2])([CH3:3])[CH3:4] |f:2.3|. Reported procedure: (2R)-2-(N-(tert-Butoxycarbonyl)-N-methylamino)-3-phenylpropionic acid (11.2 g, 40 mmol), 1-hydroxy-7-azabenzotriazole (5.4 g, 40 mmol) and N-(3-dimethylaminopropyl)-N′-ethylcarbodiimide hydrochloride (7.7 g, 40 mmol) were dissolved in dichloromethane (100 mL). The reaction mixture was stirred for 15 min. Ethyidiisopropylamine (6.85 mL, 40 mmol) and 2-(2-methylaminoethyl)pyridine (5.54 mL, 40 mmol) were added. The reaction mixture was stirred for 16 h. The reaction mixture was washed with sat. aq...